The task is: describe an organic reaction: reactants, conditions, products, and yield. This data is from the Open Reaction Database (ORD), a public repository of structured organic reaction records. The reactants are C(C1=CC=CC=C1)OC1=CC=C(C=C1)CCN1C(C2=CC=C(C(=C2C=C1)OCCCCC)OC)=O (2-[2-(4-benzyloxyphenyl)ethyl]-6-methoxy-5-pentyloxy-2H-isoquinolin-1-one), [H][H] (hydrogen). Reagents/catalysts: [OH-].[Pd+2].[OH-].[C] (Palladium hydroxide carbon). Run in C(C)(=O)O (acetic acid). Product: COC=1C(=C2CCN(C(C2=CC1)=O)CCC1CCC(CC1)=O)OCCCCC (6-methoxy-2-[2-(4-oxocyclohexyl)ethyl]-5-pentyloxy-3,4-dihydro-2H-isoquinolin-1-one). Yield: 82.6%. RXN SMILES: C([O:8][C:9]1[CH:14]=[CH:13][C:12]([CH2:15][CH2:16][N:17]2[CH:26]=[CH:25][C:24]3[C:19](=[CH:20][CH:21]=[C:22]([O:33][CH3:34])[C:23]=3[O:27][CH2:28][CH2:29][CH2:30][CH2:31][CH3:32])[C:18]2=[O:35])=[CH:11][CH:10]=1)C1C=CC=CC=1.[H][H]>[OH-].[Pd+2].[OH-].[C].C(O)(=O)C>[CH3:34][O:33][C:22]1[C:23]([O:27][CH2:28][CH2:29][CH2:30][CH2:31][CH3:32])=[C:24]2[C:19](=[CH:20][CH:21]=1)[C:18](=[O:35])[N:17]([CH2:16][CH2:15][CH:12]1[CH2:13][CH2:14][C:9](=[O:8])[CH2:10][CH2:11]1)[CH2:26][CH2:25]2 |f:2.3.4.5|. Reported procedure: 10% Palladium hydroxide-carbon catalyst (300 mg, water content 50%) was added to a solution of 2-[2-(4-benzyloxyphenyl)ethyl]-6-methoxy-5-pentyloxy-2H-isoquinolin-1-one (1.18 g, 2.5 mmol, 1.0 eq) in acetic acid (20 ml), and the mixture was stirred with heating in a stream of hydrogen for 4 hours at 60-70° C. at 3 kgf/cm2. The reaction mixture was cooled to room temperature, and filtered through Celite. The filtrate was concentrated under reduced pressure, and the obtained residue was purified by...